From a dataset of the Open Reaction Database (ORD), a public repository of structured organic reaction records. describe an organic reaction: reactants, conditions, products, and yield Run in CCOCC (Ether). Reported procedure: 3-(N-Allylamino)-5-methoxychroman (1.3 g, 5.9 mmol) prepared analogous to example 26, n-propyl iodide (2.1 mL, 21 mmol) , anhyrous K2CO3 (3.0 g, 21 mmol) and acetonitrile (5.5 mL) were stirred under N2 at 47° C. (oilbath temp) for five days until GC indicated complete reaction. Ether (40 mL) was added, the salts were filtered off by suction and the clear filtrate was concentrated in vacuo to afford 3-(N-allyl-N-n-propylamino)-5-methoxy chroman (1.24 g, 81% yield) as an oil. The base was precipit... Reaction conditions: temperature 47 celsius, time 5 day. Reaction SMILES: [CH2:1]([NH:4][CH:5]1[CH2:14][C:13]2[C:8](=[CH:9][CH:10]=[CH:11][C:12]=2[O:15][CH3:16])[O:7][CH2:6]1)[CH:2]=[CH2:3].[CH2:17](I)[CH2:18][CH3:19].C([O-])([O-])=O.[K+].[K+].C(#N)C>CCOCC>[CH2:1]([N:4]([CH:5]1[CH2:14][C:13]2[C:8](=[CH:9][CH:10]=[CH:11][C:12]=2[O:15][CH3:16])[O:7][CH2:6]1)[CH2:17][CH2:18][CH3:19])[CH:2]=[CH2:3] |f:2.3.4|. Yield: 80.4%. Starting materials: C(C=C)NC1COC2=CC=CC(=C2C1)OC (3-(N-Allylamino)-5-methoxychroman), C(CC)I (n-propyl iodide), C(=O)([O-])[O-].[K+].[K+] (K2CO3), C(C)#N (acetonitrile). Product: C(C=C)N(CCC)C1COC2=CC=CC(=C2C1)OC (3-(N-allyl-N-n-propylamino)-5-methoxy chroman). Product: CC1=C(CC(=O)Cl)c2cc(F)ccc2C1=Cc1ccc(S(C)(=O)=O)cc1. As a reaction SMILES: [C:27]([Cl:28])(=[O:29])[C:31]([Cl:30])=[O:32].[Cl:33][CH2:34][Cl:35].[F:1][c:2]1[cH:3][c:4]2[c:8]([cH:9][cH:10]1)[C:7](=[CH:11][c:12]1[cH:13][cH:14][c:15]([S:18](=[O:19])(=[O:20])[CH3:21])[cH:16][cH:17]1)[C:6]([CH3:22])=[C:5]2[CH2:23][C:24](=[O:25])[OH:26]>>[F:1][c:2]1[cH:3][c:4]2[c:8]([cH:9][cH:10]1)[C:7](=[CH:11][c:12]1[cH:13][cH:14][c:15]([S:18](=[O:19])(=[O:20])[CH3:21])[cH:16][cH:17]1)[C:6]([CH3:22])=[C:5]2[CH2:23][C:24](=[O:26])[Cl:30]. The reactants are O=C(Cl)C(=O)Cl, ClCCl, CC1=C(CC(=O)O)c2cc(F)ccc2C1=Cc1ccc(S(C)(=O)=O)cc1. Starting materials: CO, Cc1ccccc1, CCCCCc1ccc(OCC(O)CC#CCCCC(=O)O)cc1. RXN SMILES: [CH3:25][OH:26].[CH3:27][c:28]1[cH:29][cH:30][cH:31][cH:32][cH:33]1.[OH:1][CH:2]([CH2:3][C:4]#[C:5][CH2:6][CH2:7][CH2:8][C:9](=[O:10])[OH:11])[CH2:12][O:13][c:14]1[cH:15][cH:16][c:17]([CH2:20][CH2:21][CH2:22][CH2:23][CH3:24])[cH:18][cH:19]1>>[OH:1][CH:2]([CH2:3][C:4]#[C:5][CH2:6][CH2:7][CH2:8][C:9](=[O:10])[O:11][CH3:25])[CH2:12][O:13][c:14]1[cH:15][cH:16][c:17]([CH2:20][CH2:21][CH2:22][CH2:23][CH3:24])[cH:18][cH:19]1. The product is CCCCCc1ccc(OCC(O)CC#CCCCC(=O)OC)cc1.